This data is from the Open Reaction Database (ORD), a public repository of structured organic reaction records. The task is: describe an organic reaction: reactants, conditions, products, and yield Starting materials: O=C(O)c1cncnc1Oc1cc(Cl)ccc1Cl, c1ccc2c(c1)NCCN2. The product is O=C(c1cncnc1Oc1cc(Cl)ccc1Cl)N1CCNc2ccccc21. Reaction SMILES: [Cl:1][c:2]1[c:3]([O:4][c:5]2[n:6][cH:7][n:8][cH:9][c:10]2[C:11](=[O:12])[OH:13])[cH:14][c:15]([Cl:18])[cH:16][cH:17]1.[NH:19]1[CH2:20][CH2:21][NH:22][c:23]2[cH:24][cH:25][cH:26][cH:27][c:28]21>>[Cl:1][c:2]1[c:3]([O:4][c:5]2[n:6][cH:7][n:8][cH:9][c:10]2[C:11](=[O:13])[N:19]2[CH2:20][CH2:21][NH:22][c:23]3[cH:24][cH:25][cH:26][cH:27][c:28]32)[cH:14][c:15]([Cl:18])[cH:16][cH:17]1. Reactants: CCCn1ncc2c(=O)[nH]c(-c3cc(C(=O)CBr)ccc3OCC)nc21, O=C([O-])[O-], C1COCCN1, CC#N, [K+], [K+]. Product: CCCn1ncc2c(=O)[nH]c(-c3cc(C(=O)CN4CCOCC4)ccc3OCC)nc21. As a reaction SMILES: [Br:7][CH2:8][C:9](=[O:10])[c:11]1[cH:12][cH:13][c:14]([O:30][CH2:31][CH3:32])[c:15](-[c:17]2[nH:18][c:19](=[O:29])[c:20]3[c:21]([n:22]2)[n:23]([CH2:26][CH2:27][CH3:28])[n:24][cH:25]3)[cH:16]1.[C:33](=[O:34])([O-:35])[O-:36].[CH2:1]1[CH2:2][O:3][CH2:4][CH2:5][NH:6]1.[CH3:39][C:40]#[N:41].[K+:37].[K+:38]>>[CH2:1]1[CH2:2][O:3][CH2:4][CH2:5][N:6]1[CH2:8][C:9](=[O:10])[c:11]1[cH:12][cH:13][c:14]([O:30][CH2:31][CH3:32])[c:15](-[c:17]2[nH:18][c:19](=[O:29])[c:20]3[c:21]([n:22]2)[n:23]([CH2:26][CH2:27][CH3:28])[n:24][cH:25]3)[cH:16]1. Starting materials: C(C)(C)(C)C=1C=C(C=CC(=O)O)C=C(C1O)C(C)(C)C (3,5-di-tert.-butyl-4-hydroxycinnamic acid), Cl (hydrochloride), Cl.Cl.N1(CCNCC1)CCC1=CC=C(C=C1)CC(=O)OCC (ethyl 4-[2-(piperazin-1-yl)-ethyl]-phenylacetate dihydrochloride), P(Br)(Br)Br (phosphorus tribromide). The solvent is N1=CC=CC=C1 (pyridine), N1=CC=CC=C1 (pyridine). Conditions: time 2 hour. Product: C(C)(C)(C)C=1C=C(C=CC(=O)N2CCN(CC2)CCC2=CC=C(C=C2)CC(=O)OCC)C=C(C1O)C(C)(C)C (Ethyl 4-{2-[1-(3,5-di-tert.-butyl-4-hydroxycinnamoyl)-piperazin-4-yl]-ethyl}-phenylacetate). As a reaction SMILES: [C:1]([C:5]1[CH:6]=[C:7]([CH:13]=[C:14]([C:17]([CH3:20])([CH3:19])[CH3:18])[C:15]=1[OH:16])[CH:8]=[CH:9][C:10](O)=[O:11])([CH3:4])([CH3:3])[CH3:2].Cl.Cl.[N:23]1([CH2:29][CH2:30][C:31]2[CH:36]=[CH:35][C:34]([CH2:37][C:38]([O:40][CH2:41][CH3:42])=[O:39])=[CH:33][CH:32]=2)[CH2:28][CH2:27][NH:26][CH2:25][CH2:24]1.P(Br)(Br)Br.Cl>N1C=CC=CC=1>[C:17]([C:14]1[CH:13]=[C:7]([CH:6]=[C:5]([C:1]([CH3:4])([CH3:3])[CH3:2])[C:15]=1[OH:16])[CH:8]=[CH:9][C:10]([N:26]1[CH2:27][CH2:28][N:23]([CH2:29][CH2:30][C:31]2[CH:36]=[CH:35][C:34]([CH2:37][C:38]([O:40][CH2:41][CH3:42])=[O:39])=[CH:33][CH:32]=2)[CH2:24][CH2:25]1)=[O:11])([CH3:19])([CH3:20])[CH3:18] |f:1.2.3|. Procedure details: A solution of 14.0 g. (51 mmole) 3,5-di-tert.-butyl-4-hydroxycinnamic acid and 17.7 g. (51 mmole) ethyl 4-[2-(piperazin-1-yl)-ethyl]-phenylacetate dihydrochloride in 150 ml. anhydrous pyridine is mixed dropwise, with ice cooling, with a solution of 3.57 g. (26 mmole) phosphorus tribromide in 20 ml. pyridine. Stirring is continued for 2 hours, with ice cooling, and the reaction mixture then left to stand for 12 hours at ambient temperature, whereafter it is poured on to ice and extracted with eth... The reactants are C, CCOC(=O)CCCOc1cnc(N(Cc2cc(C(F)(F)F)cc(C(F)(F)F)c2)C(=O)OCc2ccccc2)nc1, C1CCOC1, [Pd]. Product: CCOC(=O)CCCOc1cnc(NCc2cc(C(F)(F)F)cc(C(F)(F)F)c2)nc1. As a reaction SMILES: [C:47].[CH2:1]([O:2][C:3](=[O:4])[N:11]([c:12]1[n:13][cH:14][c:15]([O:18][CH2:19][CH2:20][CH2:21][C:22](=[O:23])[O:24][CH2:25][CH3:26])[cH:16][n:17]1)[CH2:27][c:28]1[cH:29][c:30]([C:38]([F:39])([F:40])[F:41])[cH:31][c:32]([C:34]([F:35])([F:36])[F:37])[cH:33]1)[c:5]1[cH:6][cH:7][cH:8][cH:9][cH:10]1.[O:42]1[CH2:43][CH2:44][CH2:45][CH2:46]1.[Pd:48]>>[NH:11]([c:12]1[n:13][cH:14][c:15]([O:18][CH2:19][CH2:20][CH2:21][C:22](=[O:23])[O:24][CH2:25][CH3:26])[cH:16][n:17]1)[CH2:27][c:28]1[cH:29][c:30]([C:38]([F:39])([F:40])[F:41])[cH:31][c:32]([C:34]([F:35])([F:36])[F:37])[cH:33]1. The reactants are CC(C)(C)OCCCO, C1CCOC1, CC(C)OC(=O)N=NC(=O)OC(C)C, O=C1c2ccccc2C(=O)N1O, c1ccc(P(c2ccccc2)c2ccccc2)cc1. Product: CC(C)(C)OCCCON1C(=O)c2ccccc2C1=O. RXN SMILES: [C:15]([CH3:16])([CH3:17])([CH3:18])[O:19][CH2:20][CH2:21][CH2:22][OH:23].[CH2:55]1[O:56][CH2:57][CH2:58][CH2:59]1.[O:1]=[C:2]([O:3][CH:4]([CH3:5])[CH3:6])[N:7]=[N:8][C:9]([O:10][CH:11]([CH3:12])[CH3:13])=[O:14].[OH:43][N:44]1[C:45](=[O:54])[c:46]2[c:47]([cH:50][cH:51][cH:52][cH:53]2)[C:48]1=[O:49].[c:24]1([P:25]([c:26]2[cH:27][cH:28][cH:29][cH:30][cH:31]2)[c:32]2[cH:33][cH:34][cH:35][cH:36][cH:37]2)[cH:38][cH:39][cH:40][cH:41][cH:42]1>>[C:15]([CH3:16])([CH3:17])([CH3:18])[O:19][CH2:20][CH2:21][CH2:22][O:23][N:44]1[C:45](=[O:54])[c:46]2[c:47]([cH:50][cH:51][cH:52][cH:53]2)[C:48]1=[O:49]. The reactants are CC(C)Br, Nc1ccc(F)cc1, [K+], [K+], O=C([O-])[O-], CN(C)C=O, O. Product: CC(C)Nc1ccc(F)cc1. RXN SMILES: [Br:9][CH:10]([CH3:11])[CH3:12].[F:1][c:2]1[cH:3][cH:4][c:5]([NH2:6])[cH:7][cH:8]1.[K+:13].[K+:14].[O-:15][C:16]([O-:17])=[O:18].[O:19]=[CH:20][N:21]([CH3:22])[CH3:23].[OH2:24]>>[F:1][c:2]1[cH:3][cH:4][c:5]([NH:6][CH:10]([CH3:11])[CH3:12])[cH:7][cH:8]1. The reactants are C(C1=CC=CC=C1)N(C1=C(C(=NC=N1)NC1=CC=C(C=C1)N(C(OC(C)(C)C)=O)C)[N+](=O)[O-])CC1=CC=CC=C1 (tert-butyl 4-(6-(dibenzylamino)-5-nitropyrimidin-4-ylamino)phenyl(methyl)carbamate), [NH4+].[Cl-] (NH4Cl). Reagents/catalysts: [Fe] (Fe). Run in C1CCOC1.CO.O (THF MeOH H2O). Run at temperature 60 celsius. The product is NC=1C(=NC=NC1N(CC1=CC=CC=C1)CC1=CC=CC=C1)NC1=CC=C(C=C1)N(C(OC(C)(C)C)=O)C (tert-butyl 4-(5-amino-6-(dibenzylamino)pyrimidin-4-ylamino)phenyl(methyl)carbamate). Yield: 95.3%. Reaction SMILES: [CH2:1]([N:8]([CH2:34][C:35]1[CH:40]=[CH:39][CH:38]=[CH:37][CH:36]=1)[C:9]1[N:14]=[CH:13][N:12]=[C:11]([NH:15][C:16]2[CH:21]=[CH:20][C:19]([N:22]([CH3:30])[C:23](=[O:29])[O:24][C:25]([CH3:28])([CH3:27])[CH3:26])=[CH:18][CH:17]=2)[C:10]=1[N+:31]([O-])=O)[C:2]1[CH:7]=[CH:6][CH:5]=[CH:4][CH:3]=1.[NH4+].[Cl-]>C1COCC1.CO.O.[Fe]>[NH2:31][C:10]1[C:11]([NH:15][C:16]2[CH:17]=[CH:18][C:19]([N:22]([CH3:30])[C:23](=[O:29])[O:24][C:25]([CH3:26])([CH3:27])[CH3:28])=[CH:20][CH:21]=2)=[N:12][CH:13]=[N:14][C:9]=1[N:8]([CH2:1][C:2]1[CH:7]=[CH:6][CH:5]=[CH:4][CH:3]=1)[CH2:34][C:35]1[CH:36]=[CH:37][CH:38]=[CH:39][CH:40]=1 |f:1.2,3.4.5|. Procedure details: To a solution of tert-butyl 4-(6-(dibenzylamino)-5-nitropyrimidin-4-ylamino)phenyl(methyl)carbamate (37) (6 g, 11.1 mmol) in THF/MeOH/H2O (100 mL/100 mL/30 mL) was added Fe powder (3.11 g, 55.5 mmol) and NH4Cl (5.94 g, 111 mmol). The reaction mixture was heated at 60° C. for 4 h under N2. After cooling to rt, the reaction mixture was filtered through a pad of Celite. The filtrate was extracted with EtOAc (100 mL×3), washed with water and brine, dried over Na2SO4, and concentrated in vacuo to aff...